From a dataset of the Open Reaction Database (ORD), a public repository of structured organic reaction records. describe an organic reaction: reactants, conditions, products, and yield Starting materials: O=C(O)Cc1cccc(Br)n1, ClCCCl, NNC(=O)C1CC1, CCN(C(C)C)C(C)C, CN(C)C=O, On1nnc2ccccc21. The product is O=C(Cc1cccc(Br)n1)NNC(=O)C1CC1. RXN SMILES: [Br:1][c:2]1[cH:3][cH:4][cH:5][c:6]([CH2:8][C:9](=[O:10])[OH:11])[n:7]1.[CH2:12]([Cl:13])[CH2:14][Cl:15].[CH:26]1([C:29](=[O:30])[NH:31][NH2:32])[CH2:27][CH2:28]1.[CH:33]([N:34]([CH2:35][CH3:36])[CH:37]([CH3:38])[CH3:39])([CH3:40])[CH3:41].[O:42]=[CH:43][N:44]([CH3:45])[CH3:46].[OH:16][n:17]1[c:18]2[c:19]([cH:20][cH:21][cH:22][cH:23]2)[n:24][n:25]1>>[Br:1][c:2]1[cH:3][cH:4][cH:5][c:6]([CH2:8][C:9](=[O:11])[NH:32][NH:31][C:29]([CH:26]2[CH2:27][CH2:28]2)=[O:30])[n:7]1.